From a dataset of the Open Reaction Database (ORD), a public repository of structured organic reaction records. describe an organic reaction: reactants, conditions, products, and yield The reactants are Cc1cc(Br)c(C(=O)O)cc1NC=O, O, O=[N+]([O-])O. The product is Cc1cc(Br)c(C(=O)O)c([N+](=O)[O-])c1NC=O. RXN SMILES: [CH:5](=[O:6])[NH:7][c:8]1[cH:9][c:10]([C:11](=[O:12])[OH:13])[c:14]([Br:18])[cH:15][c:16]1[CH3:17].[OH2:19].[OH:1][N+:2]([O-:3])=[O:4]>>[O-:1][N+:2](=[O:4])[c:9]1[c:8]([NH:7][CH:5]=[O:6])[c:16]([CH3:17])[cH:15][c:14]([Br:18])[c:10]1[C:11](=[O:12])[OH:13]. Reported procedure: The title compound (trans) was prepared as a white powder in 41.7% yield in a similar procedure to that described in Example 1 by using 1-(2-butenyl)-7-chloro-2-ethyl-3-methylpyrrolo[2,3-d]pyridazine (cis/trans=4/96) and 4-fluorobenzyl alcohol. Starting materials: C(C=CC)N1C(=C(C=2C1=C(N=NC2)Cl)C)CC (1-(2-butenyl)-7-chloro-2-ethyl-3-methylpyrrolo[2,3-d]pyridazine), FC1=CC=C(CO)C=C1 (4-fluorobenzyl alcohol). As a reaction SMILES: [CH2:1]([N:5]1[C:9]2=[C:10](Cl)[N:11]=[N:12][CH:13]=[C:8]2[C:7]([CH3:15])=[C:6]1[CH2:16][CH3:17])[CH:2]=[CH:3][CH3:4].[F:18][C:19]1[CH:26]=[CH:25][C:22]([CH2:23][OH:24])=[CH:21][CH:20]=1>>[CH2:1]([N:5]1[C:9]2=[C:10]([O:24][CH2:23][C:22]3[CH:25]=[CH:26][C:19]([F:18])=[CH:20][CH:21]=3)[N:11]=[N:12][CH:13]=[C:8]2[C:7]([CH3:15])=[C:6]1[CH2:16][CH3:17])[CH:2]=[CH:3][CH3:4]. Isolated yield 41.7%. Product: C(C=CC)N1C(=C(C=2C1=C(N=NC2)OCC2=CC=C(C=C2)F)C)CC (1-(2-Butenyl)-2-ethyl-7-(4-fluorobenzyloxy)-3-methylpyrrolo[2,3-d]pyridazine). Procedure: An autoclave having an internal volume of 3 liters was charged with 1,140 g of the hexane solution containing 3,7-dimethyl-1-octyn-3-ol thus obtained and 0.27 g of a Lindlar catalyst (supported on calcium carbonate) to carry out the hydrogenation for 4 hours under hydrogen pressure of 5 to 8 kg/cm2 (gauge pressure) at a temperature of 25 to 43° C. Thereafter, the catalyst was filtered off, and the resultant filtrate was concentrated with a rotary evaporator to give crude 3,7-dimethyl-1-octen-3-o... The solvent is CCCCCC (hexane). Product: CC(C=C)(CCCC(C)C)O (3,7-dimethyl-1-octen-3-ol). Reagents/catalysts: [Pd].CC(=O)[O-].CC(=O)[O-].[Pb+2] (Lindlar catalyst). Reaction SMILES: [CH3:1][C:2]([OH:11])([CH2:5][CH2:6][CH2:7][CH:8]([CH3:10])[CH3:9])[C:3]#[CH:4]>[Pd].CC([O-])=O.CC([O-])=O.[Pb+2].CCCCCC>[CH3:1][C:2]([OH:11])([CH2:5][CH2:6][CH2:7][CH:8]([CH3:9])[CH3:10])[CH:3]=[CH2:4] |f:1.2.3.4|. Starting materials: CC(C#C)(CCCC(C)C)O (3,7-dimethyl-1-octyn-3-ol). Starting materials: ClC=1C=C(C=CC1)[C@H]1C[C@](C(N([C@@H]1C1=CC=C(C=C1)Cl)[C@H](C=O)CC)=O)(C)CC(=O)O (2-((3R,5R,6S)-5-(3-chlorophenyl)-6-(4-chlorophenyl)-3-methyl-2-oxo-1-((S)-1-oxobutan-2-yl)piperidin-3-yl)acetic acid), Cl.FC1(CNC1)F (3,3-difluoroazetidine hydrochloride), C(C)(=O)O[BH-](OC(C)=O)OC(C)=O.[Na+] (sodium triacetoxyborohydride). Solvent: ClCCCl (1,2-dichloroethane). Conditions: time 8 hour. Yields the product ClC=1C=C(C=CC1)[C@H]1C[C@](C(N([C@@H]1C1=CC=C(C=C1)Cl)[C@H](CN1CC(C1)(F)F)CC)=O)(C)CC(=O)O (2-((3R,5R,6S)-5-(3-chlorophenyl)-6-(4-chlorophenyl)-1-((S)-1-(3,3-difluoroazetidin-1-yl)butan-2-yl)-3-methyl-2-oxopiperidin-3-yl)acetic acid). Reaction SMILES: [Cl:1][C:2]1[CH:3]=[C:4]([C@@H:8]2[C@@H:13]([C:14]3[CH:19]=[CH:18][C:17]([Cl:20])=[CH:16][CH:15]=3)[N:12]([C@@H:21]([CH2:24][CH3:25])[CH:22]=O)[C:11](=[O:26])[C@:10]([CH2:28][C:29]([OH:31])=[O:30])([CH3:27])[CH2:9]2)[CH:5]=[CH:6][CH:7]=1.Cl.[F:33][C:34]1([F:38])[CH2:37][NH:36][CH2:35]1.C(O[BH-](OC(=O)C)OC(=O)C)(=O)C.[Na+]>ClCCCl>[Cl:1][C:2]1[CH:3]=[C:4]([C@@H:8]2[C@@H:13]([C:14]3[CH:19]=[CH:18][C:17]([Cl:20])=[CH:16][CH:15]=3)[N:12]([C@@H:21]([CH2:24][CH3:25])[CH2:22][N:36]3[CH2:37][C:34]([F:38])([F:33])[CH2:35]3)[C:11](=[O:26])[C@:10]([CH2:28][C:29]([OH:31])=[O:30])([CH3:27])[CH2:9]2)[CH:5]=[CH:6][CH:7]=1 |f:1.2,3.4|. Procedure details: To a solution of 2-((3R,5R,6S)-5-(3-chlorophenyl)-6-(4-chlorophenyl)-3-methyl-2-oxo-1-((S)-1-oxobutan-2-yl)piperidin-3-yl)acetic acid (99 mg, 0.215 mmol; Example 210, Step A) in 1,2-dichloroethane (3 mL) was added 3,3-difluoroazetidine hydrochloride (55.7 mg, 0.430 mmol) followed by sodium triacetoxyborohydride (91 mg, 0.430 mmol). After stirring overnight, the mixture was quenched with water. The mixture was extracted with ethyl acetate (2×). The combined organic layers were washed with sat. aq... The reactants are Cl (hydrochloric acid), NCCN1C(=CC=C1C)C (1-(2-aminoethyl)2,5-dimethylpyrrole), [O-]C#N.[K+] (potassium cyanate). Run in O (water), O (water). Product: CC=1N(C(=CC1)C)CCNC(=O)N (2-(2,5-Dimethyl-1-pyrolyl)ethylurea). As a reaction SMILES: [NH2:1][CH2:2][CH2:3][N:4]1[C:8]([CH3:9])=[CH:7][CH:6]=[C:5]1[CH3:10].Cl.[O-:12][C:13]#[N:14].[K+]>O>[CH3:10][C:5]1[N:4]([CH2:3][CH2:2][NH:1][C:13]([NH2:14])=[O:12])[C:8]([CH3:9])=[CH:7][CH:6]=1 |f:2.3|. Procedure: 6.9 g (0.05 mol) of 1-(2-aminoethyl)2,5-dimethylpyrrole are dissolved in 8 ml of water. While cooling, 5 ml of concentrated hydrochloric acid are slowly added dropwise, and then 4.9 g (0.05 mol) of potassium cyanate, dissolved in 30 ml of water, are added dropwise. The precipitated solid is filtered off with suction and recrystallized from toluene/ethyl acetate. Yield: 3.8 g (42% of theory), Melting point: 139°-141° C. Elemental analysis: C9H15N3O (181.24) calculated: C 59.6 H 8.3 N 23.2 0 8.8 f... Starting materials: Cc1nn(-c2ccccn2)c2c1C(=O)CC(C)(C)C2Br, C1COCCO1, CC(=O)[O-], Cl, NO, [Na+]. The product is Cc1nn(-c2ccccn2)c2c1C(=NO)CC(C)(C)C2Br. As a reaction SMILES: [Br:1][CH:2]1[C:3]([CH3:19])([CH3:20])[CH2:4][C:5](=[O:18])[c:6]2[c:7]([CH3:17])[n:8][n:9](-[c:11]3[n:12][cH:13][cH:14][cH:15][cH:16]3)[c:10]21.[CH2:29]1[O:30][CH2:31][CH2:32][O:33][CH2:34]1.[CH3:25][C:26](=[O:27])[O-:28].[ClH:21].[NH2:22][OH:23].[Na+:24]>>[Br:1][CH:2]1[C:3]([CH3:19])([CH3:20])[CH2:4][C:5](=[N:22][OH:23])[c:6]2[c:7]([CH3:17])[n:8][n:9](-[c:11]3[n:12][cH:13][cH:14][cH:15][cH:16]3)[c:10]21. The reactants are CC(C)=CC(c1cc(C#N)ccc1O)c1cccc(C)[n+]1[O-], ClCCl, O=S(=O)(O)O. Product: Cc1cccc(C2CC(C)(C)Oc3ccc(C#N)cc32)[n+]1[O-]. As a reaction SMILES: [C:1](#[N:2])[c:3]1[cH:4][cH:5][c:6]([OH:22])[c:7]([CH:9]([CH:10]=[C:11]([CH3:12])[CH3:13])[c:14]2[n+:15]([O-:21])[c:16]([CH3:20])[cH:17][cH:18][cH:19]2)[cH:8]1.[Cl:28][CH2:29][Cl:30].[S:23](=[O:24])(=[O:25])([OH:26])[OH:27]>>[C:1](#[N:2])[c:3]1[cH:4][cH:5][c:6]2[c:7]([cH:8]1)[CH:9]([c:14]1[n+:15]([O-:21])[c:16]([CH3:20])[cH:17][cH:18][cH:19]1)[CH2:10][C:11]([CH3:12])([CH3:13])[O:22]2. Reactants: P(O)(O)=O.C(C)(C)C(C1C(C2=NN(C=N2)C(C2=CC=CC=C2)(C2=CC=CC=C2)C2=CC=CC=C2)N1)C(C)C (diisopropyl(2RS,3RS)-2,3-epimino-3(1-trityl-1,2,4-triazol-3-yl)propane phosphonate), [N-]=[N+]=[N-].[Na+] (sodium azide), [Cl-].[NH4+] (ammonium chloride), [N-]=[N+]=[N-].[Na+] (sodium azide), [Cl-].[NH4+] (ammonium chloride). Solvent: CO.O (methanol water). Conditions: time 3 day. Yields the product NC(CP(OC(C)C)(=O)OC(C)C)C(C1=NN(C=N1)C(C1=CC=CC=C1)(C1=CC=CC=C1)C1=CC=CC=C1)N=[N+]=[N-] (diisopropyl(2RS,3SR)-2-amino-3-azido-3(1-trityl-1,2,4-triazol-3-yl)propane phosphonate). The yield is 162.1%. As a reaction SMILES: [PH:1](=[O:4])([OH:3])[OH:2].C([CH:8](C(C)C)[CH:9]1[NH:35][CH:10]1[C:11]1[N:15]=[CH:14][N:13]([C:16]([C:29]2[CH:34]=[CH:33][CH:32]=[CH:31][CH:30]=2)([C:23]2[CH:28]=[CH:27][CH:26]=[CH:25][CH:24]=2)[C:17]2[CH:22]=[CH:21][CH:20]=[CH:19][CH:18]=2)[N:12]=1)(C)C.[N-:39]=[N+:40]=[N-:41].[Na+].[Cl-].[NH4+]>CO.O>[NH2:35][CH:9]([CH:10]([N:39]=[N+:40]=[N-:41])[C:11]1[N:15]=[CH:14][N:13]([C:16]([C:29]2[CH:34]=[CH:33][CH:32]=[CH:31][CH:30]=2)([C:23]2[CH:28]=[CH:27][CH:26]=[CH:25][CH:24]=2)[C:17]2[CH:18]=[CH:19][CH:20]=[CH:21][CH:22]=2)[N:12]=1)[CH2:8][P:1]([O:3][CH:16]([CH3:23])[CH3:17])(=[O:2])[O:4][CH:9]([CH3:10])[CH3:8] |f:0.1,2.3,4.5,6.7|. Reported procedure: A stirred mixture of diisopropyl(2RS,3RS)-2,3-epimino-3(1-trityl-1,2,4-triazol-3-yl)propane phosphonate (2.6 g, prepared as described in Example 58), sodium azide (1.59 g), ammonium chloride (0.58 g) and methanol-water (8:1, 50 ml) was heated under reflux for six hours, then allowed to stand at room temperture for three days. Further quantities of sodium azide (0.80 g) and ammonium chloride (0.29 g) were added and the mixture heated for a further six hours. It was then filtered through silica, u... Starting materials: [Si](C)(C)(C(C)(C)C)OCC1(CC=2N(CCS1)C(=NN2)C2(CC2)C2=CC=C(C=C2)B2OC(C(O2)(C)C)(C)C)C (8-({[Tert-butyl(dimethyl)silyl]oxy}methyl)-8-methyl-3-{1-[4-(4,4,5,5-tetramethyl-1,3,2-dioxaborolan-2-yl)phenyl]cyclopropyl}-5,6,8,9-tetrahydro[1,2,4]triazolo[4,3-d][1,4]thiazepine), BrC1=NC(=CC=C1)OC (2-bromo-6-methoxypyridine), C([O-])([O-])=O.[K+].[K+] (potassium carbonate), C(O)([O-])=O.[Na+] (sodium hydrogencarbonate). Reagents/catalysts: C=1C=CC(=CC1)[P](C=2C=CC=CC2)(C=3C=CC=CC3)[Pd]([P](C=4C=CC=CC4)(C=5C=CC=CC5)C=6C=CC=CC6)([P](C=7C=CC=CC7)(C=8C=CC=CC8)C=9C=CC=CC9)[P](C=1C=CC=CC1)(C=1C=CC=CC1)C=1C=CC=CC1 (tetrakis(triphenylphosphine)palladium(0)). The solvent is C(OC)COC (dimethoxyethane), O (water). Product: [Si](C)(C)(C(C)(C)C)OCC1(CC=2N(CCS1)C(=NN2)C2(CC2)C2=CC=C(C=C2)C2=NC(=CC=C2)OC)C (8-({[Tert-butyl(dimethyl)silyl]oxy}methyl)-3-{1-[4-(6-methoxypyridin-2-yl)phenyl]cyclopropyl}-8-methyl-5,6,8,9-tetrahydro[1,2,4]triazolo[4,3-d][1,4]thiazepine). Yield: 79.4%. RXN SMILES: [Si:1]([O:8][CH2:9][C:10]1([CH3:38])[S:16][CH2:15][CH2:14][N:13]2[C:17]([C:20]3([C:23]4[CH:28]=[CH:27][C:26](B5OC(C)(C)C(C)(C)O5)=[CH:25][CH:24]=4)[CH2:22][CH2:21]3)=[N:18][N:19]=[C:12]2[CH2:11]1)([C:4]([CH3:7])([CH3:6])[CH3:5])([CH3:3])[CH3:2].Br[C:40]1[CH:45]=[CH:44][CH:43]=[C:42]([O:46][CH3:47])[N:41]=1.C(=O)([O-])[O-].[K+].[K+].C(=O)([O-])O.[Na+]>C(COC)OC.O.C1C=CC([P]([Pd]([P](C2C=CC=CC=2)(C2C=CC=CC=2)C2C=CC=CC=2)([P](C2C=CC=CC=2)(C2C=CC=CC=2)C2C=CC=CC=2)[P](C2C=CC=CC=2)(C2C=CC=CC=2)C2C=CC=CC=2)(C2C=CC=CC=2)C2C=CC=CC=2)=CC=1>[Si:1]([O:8][CH2:9][C:10]1([CH3:38])[S:16][CH2:15][CH2:14][N:13]2[C:17]([C:20]3([C:23]4[CH:28]=[CH:27][C:26]([C:40]5[CH:45]=[CH:44][CH:43]=[C:42]([O:46][CH3:47])[N:41]=5)=[CH:25][CH:24]=4)[CH2:22][CH2:21]3)=[N:18][N:19]=[C:12]2[CH2:11]1)([C:4]([CH3:5])([CH3:6])[CH3:7])([CH3:2])[CH3:3] |f:2.3.4,5.6,^1:69,71,90,109|. Procedure details: A solution of the compound (555 mg, 1.0 mmol) obtained in Example 16-5), 2-bromo-6-methoxypyridine (290 mg, 1.5 mmol), tetrakis(triphenylphosphine)palladium(0) (231 mg, 0.2 mmol), and potassium carbonate (276 mg, 2 mmol) in dimethoxyethane (4 mL) and water (1 mL) was stirred at 130° C. for 1.5 h under microwave irradiation. The reaction mixture was cooled to room temperature, saturated aqueous sodium hydrogencarbonate was added to the reaction mixture, the mixture was extracted with dichlorometh... The reactants are Cn1ccc(NC(=O)c2cc(OCc3ccccc3)c3c(c2)OC(C(F)F)C3)n1, CCOC(C)=O. Yields the product Cn1ccc(NC(=O)c2cc(O)c3c(c2)OC(C(F)F)C3)n1. RXN SMILES: [CH3:1][n:2]1[n:3][c:4]([NH:7][C:8](=[O:9])[c:10]2[cH:11][c:12]3[c:13]([c:20]([O:22][CH2:23][c:24]4[cH:25][cH:26][cH:27][cH:28][cH:29]4)[cH:21]2)[CH2:14][CH:15]([CH:17]([F:18])[F:19])[O:16]3)[cH:5][cH:6]1.[CH3:30][CH2:31][O:32][C:33]([CH3:34])=[O:35]>>[CH3:1][n:2]1[n:3][c:4]([NH:7][C:8](=[O:9])[c:10]2[cH:11][c:12]3[c:13]([c:20]([OH:22])[cH:21]2)[CH2:14][CH:15]([CH:17]([F:18])[F:19])[O:16]3)[cH:5][cH:6]1.